From a dataset of the Open Reaction Database (ORD), a public repository of structured organic reaction records. describe an organic reaction: reactants, conditions, products, and yield Reactants: CC(=O)Cl, CO, Nc1cccc(C(=O)O)n1. Yields the product COC(=O)c1cccc(N)n1. Reaction SMILES: [CH3:11][C:12](=[O:13])[Cl:14].[CH3:15][OH:16].[NH2:1][c:2]1[cH:3][cH:4][cH:5][c:6]([C:8](=[O:9])[OH:10])[n:7]1>>[NH2:1][c:2]1[cH:3][cH:4][cH:5][c:6]([C:8](=[O:9])[O:10][CH3:11])[n:7]1. Starting materials: [BH4-], Cc1sc(C=O)cc1Br, CCO, [Cl-], [NH4+], [Na+]. Product: Cc1sc(CO)cc1Br. As a reaction SMILES: [BH4-:10].[Br:1][c:2]1[cH:3][c:4]([CH:8]=[O:9])[s:5][c:6]1[CH3:7].[CH3:14][CH2:15][OH:16].[Cl-:12].[NH4+:13].[Na+:11]>>[Br:1][c:2]1[cH:3][c:4]([CH2:8][OH:9])[s:5][c:6]1[CH3:7]. Starting materials: Cc1c(C(=O)OC(C)(C)C)oc2cccc(O)c12, ClCCl, O=C(O)C(F)(F)F. Product: Cc1c(C(=O)O)oc2cccc(O)c12. RXN SMILES: [C:1]([CH3:2])([CH3:3])([CH3:4])[O:5][C:6](=[O:7])[c:8]1[o:9][c:10]2[c:11]([c:12]1[CH3:13])[c:14]([OH:18])[cH:15][cH:16][cH:17]2.[CH2:26]([Cl:27])[Cl:28].[F:19][C:20]([F:21])([F:22])[C:23]([OH:24])=[O:25]>>[O:5]=[C:6]([OH:7])[c:8]1[o:9][c:10]2[c:11]([c:12]1[CH3:13])[c:14]([OH:18])[cH:15][cH:16][cH:17]2. The reactants are Cl (hydrochloric acid), C(=O)C=1C=C(C=C(C(=O)OC)C1)I (methyl 5-formyl-3-iodobenzoate), C(CC(=O)O)(=O)O (malonic acid), N1CCCCC1 (piperidine). Solvent: N1=CC=CC=C1 (pyridine), O (water). Run at temperature 100 celsius, time 3 hour. Product: C(=O)(O)/C=C/C=1C=C(C=C(C(=O)OC)C1)I (methyl 5-[(E)-2-carboxyethenyl]-3-iodobenzoate). The yield is 83.8%. As a reaction SMILES: [CH:1]([C:3]1[CH:4]=[C:5]([I:13])[CH:6]=[C:7]([CH:12]=1)[C:8]([O:10][CH3:11])=[O:9])=O.C(O)(=O)[CH2:15][C:16]([OH:18])=[O:17].N1CCCCC1.Cl>N1C=CC=CC=1.O>[C:16](/[CH:15]=[CH:1]/[C:3]1[CH:4]=[C:5]([I:13])[CH:6]=[C:7]([CH:12]=1)[C:8]([O:10][CH3:11])=[O:9])([OH:18])=[O:17]. Procedure: The mixture of methyl 5-formyl-3-iodobenzoate (2.5 g), malonic acid (1.8 g) and piperidine (0.2 ml) in pyridine (25 ml) was stirred for 3 hours at 100° C. The mixture was added to water and adjusted to pH 2 with 6N-hydrochloric acid. The isolated precipitate was collected by filtration to give methyl 5-[(E)-2-carboxyethenyl]-3-iodobenzoate (2.4 g) Starting materials: C(C)(C)NC(C)C (Diisopropylamine), C(C)(=O)N1CCC(CC1)=O (1-acetylpiperidin-4-one), C(CCC)[Li] (Butyllithium), hexanes, C1=CC=C(C=C1)NS(=O)(=O)C(F)(F)F (n-phenyltriflamide). Solvent: C1CCOC1 (THF), C1CCOC1 (THF), C1CCOC1 (THF). Run at temperature -78 celsius, time 10 minute. Product: FC(S(=O)(=O)OC=1CCN(CC1)C(C)=O)(F)F (1-acetyl-1,2,3,6-tetrahydropyridin-4-yl trifluoromethanesulfonate). Reaction SMILES: C(NC(C)C)(C)C.C([Li])CCC.[C:13]([N:16]1[CH2:21][CH2:20][C:19](=[O:22])[CH2:18][CH2:17]1)(=[O:15])[CH3:14].C1C=CC(N[S:30]([C:33]([F:36])([F:35])[F:34])(=[O:32])=[O:31])=CC=1>C1COCC1>[F:34][C:33]([F:36])([F:35])[S:30]([O:22][C:19]1[CH2:18][CH2:17][N:16]([C:13](=[O:15])[CH3:14])[CH2:21][CH:20]=1)(=[O:32])=[O:31]. Reported procedure: Diisopropylamine (18.0 mL, 128 mmol) was taken up in 50 mL of THF and chilled to −78° C. Butyllithium, 2.5 M in hexanes (51.0 mL, 128 mmol) was added dropwise. After 10 min, 1-acetylpiperidin-4-one (15.0 g, 106 mmol) was added in 60 mL of THF with rigorous stirring. After 30 min, n-phenyltriflamide (41.8 g, 117 mmol) was added in 120 mL of THF. The reaction mixture was stirred at −78° C. to RT for 16 h. The reaction mixture was quenched by saturated NaHCO3, followed by extraction with EtOAc and ... Reactants: O[C@H](C)[C@@H]1[C@@H]2N(C(C([C@@H]2C)=O)C(=O)OCC2=CC=C(C=C2)[N+](=O)[O-])C1=O (4-nitro-benzyl (1R,5R,6S)-6-[(1R)-1-hydroxyethyl]-1-methyl-2-oxo-1-carbapenam-3-carboxylate), [Cl-] (chloride), C(C)(C)N(CC)C(C)C (diisopropylethylamine), C(C)(C)N(CC)C(C)C (diisopropylethylamine), FC(S(=O)(=O)O)(F)F.FC(S(=O)(=O)O)(F)F.S[C@H]1C[C@H](N(C1)C)C(=O)N1CCN(CC1)C ((2S,4S)-4-mercapto-2-(4-methyl-1-piperazinylcarbonyl)-1-methylpyrrolidine bis(trifluoromethanesulfonate)). The solvent is C(C)#N (acetonitrile), C(C)#N (acetonitrile). Reaction conditions: time 1 hour. The product is CN1CCN(CC1)C(=O)[C@H]1N(C[C@H](C1)SC=1[C@@H]([C@H]2N(C1C(=O)OCC1=CC=C(C=C1)[N+](=O)[O-])C([C@@H]2[C@@H](C)O)=O)C)C (4-Nitrobenzyl (1R,5S,6S)-2-[(2S,4S)-2-(4-methyl-1-piperazinylcarbonyl)-1-methylpyrrolidin-4-ylthio]-6-[(1R)-1-hydroxyethyl]-1-methyl-1-carbapen-2-em-3-carboxylate). Isolated yield 50.0%. Reaction SMILES: [Cl-].C(N(C(C)C)CC)(C)C.[OH:11][C@@H:12]([C@H:14]1[C:35](=[O:36])[N:16]2[CH:17]([C:22]([O:24][CH2:25][C:26]3[CH:31]=[CH:30][C:29]([N+:32]([O-:34])=[O:33])=[CH:28][CH:27]=3)=[O:23])[C:18](=O)[C@H:19]([CH3:20])[C@H:15]12)[CH3:13].FC(F)(F)S(O)(=O)=O.FC(F)(F)S(O)(=O)=O.[SH:53][C@@H:54]1[CH2:58][N:57]([CH3:59])[C@H:56]([C:60]([N:62]2[CH2:67][CH2:66][N:65]([CH3:68])[CH2:64][CH2:63]2)=[O:61])[CH2:55]1>C(#N)C>[CH3:68][N:65]1[CH2:66][CH2:67][N:62]([C:60]([C@@H:56]2[CH2:55][C@H:54]([S:53][C:18]3[C@H:19]([CH3:20])[C@@H:15]4[C@@H:14]([C@H:12]([OH:11])[CH3:13])[C:35](=[O:36])[N:16]4[C:17]=3[C:22]([O:24][CH2:25][C:26]3[CH:27]=[CH:28][C:29]([N+:32]([O-:34])=[O:33])=[CH:30][CH:31]=3)=[O:23])[CH2:58][N:57]2[CH3:59])=[O:61])[CH2:63][CH2:64]1 |f:3.4.5|. Procedure details: 540 μl of diphenylphosophoryl chloride and 470 μl of diisopropylethylamine were added dropwise, whilst ice-cooling, to a solution of 920 mg of 4-nitro-benzyl (1R,5R,6S)-6-[(1R)-1-hydroxyethyl]-1-methyl-2-oxo-1-carbapenam-3-carboxylate in 10 ml of dry acetonitrile, and the resulting mixture was stirred at the same temperature for 1 hour. 1400 μl of diisopropylethylamine and a solution of 1350 mg of (2S,4S)-4-mercapto-2-(4-methyl-1-piperazinylcarbonyl)-1-methylpyrrolidine bis(trifluoromethanesulfo...